This data is from the Open Reaction Database (ORD), a public repository of structured organic reaction records. The task is: describe an organic reaction: reactants, conditions, products, and yield Starting materials: N1CC(C1)C=1N(C2=NC(=NC(=C2N1)N1CCOCC1)N1C(=NC2=C1C=CC=C2)CC)C (4-(8-(azetidin-3-yl)-2-(2-ethyl-1H-benzo[d]imidazol-1-yl)-9-methyl-9H-purin-6-yl)morpholine), O1CCC(CC1)=O (tetrahydropyran-4-one), C(C)(=O)O[BH-](OC(C)=O)OC(C)=O.[Na+] (sodium triacetoxyborohydride). Run in ClCCCl (DCE). Conditions: time 16 hour. Yields the product C(C)C1=NC2=C(N1C1=NC(=C3N=C(N(C3=N1)C)C1CN(C1)C1CCOCC1)N1CCOCC1)C=CC=C2 (4-(2-(2-ethyl-1H-benzo[d]imidazol-1-yl)-9-methyl-8-(1-(tetrahydro-2H-pyran-4-yl)azetidin-3-yl)-9H-purin-6-yl)morpholine). As a reaction SMILES: [NH:1]1[CH2:4][CH:3]([C:5]2[N:6]([CH3:31])[C:7]3[C:12]([N:13]=2)=[C:11]([N:14]2[CH2:19][CH2:18][O:17][CH2:16][CH2:15]2)[N:10]=[C:9]([N:20]2[C:24]4[CH:25]=[CH:26][CH:27]=[CH:28][C:23]=4[N:22]=[C:21]2[CH2:29][CH3:30])[N:8]=3)[CH2:2]1.[O:32]1[CH2:37][CH2:36][C:35](=O)[CH2:34][CH2:33]1.C(O[BH-](OC(=O)C)OC(=O)C)(=O)C.[Na+]>ClCCCl>[CH2:29]([C:21]1[N:20]([C:9]2[N:8]=[C:7]3[C:12]([N:13]=[C:5]([CH:3]4[CH2:2][N:1]([CH:35]5[CH2:36][CH2:37][O:32][CH2:33][CH2:34]5)[CH2:4]4)[N:6]3[CH3:31])=[C:11]([N:14]3[CH2:15][CH2:16][O:17][CH2:18][CH2:19]3)[N:10]=2)[C:24]2[CH:25]=[CH:26][CH:27]=[CH:28][C:23]=2[N:22]=1)[CH3:30] |f:2.3|. Procedure details: A mixture of 4-(8-(azetidin-3-yl)-2-(2-ethyl-1H-benzo[d]imidazol-1-yl)-9-methyl-9H-purin-6-yl)morpholine 680 (100 mg, 0.24 mmol), tetrahydropyran-4-one (34 mg, 0.33 mmol) and 4 Å powdered molecular sieves (130 mg) in DCE (3 mL) was stirred for 5.5 h before the addition of sodium triacetoxyborohydride (101 mg, 0.48 mmol). The resulting mixture was allowed to stir for 16 h at r.t, then filtered through Celite®, washing with DCM. The filtrate was washed with brine, dried (Na2SO4) and concentrated i... Reactants: [BH4-], CCO, [Cl-], CCOC(=O)c1csc(SCC(=O)NCC2CN(Cc3ccc(Cl)c(Cl)c3)CCO2)n1, [Li+], [Na+], C1CCOC1, O. Product: O=C(CSc1nc(CO)cs1)NCC1CN(Cc2ccc(Cl)c(Cl)c2)CCO1. RXN SMILES: [BH4-:32].[CH3:37][CH2:38][OH:39].[Cl-:35].[Cl:1][c:2]1[cH:3][c:4]([CH2:5][N:6]2[CH2:7][CH:8]([CH2:12][NH:13][C:14]([CH2:15][S:16][c:17]3[s:18][cH:19][c:20]([C:22](=[O:23])[O:24][CH2:25][CH3:26])[n:21]3)=[O:27])[O:9][CH2:10][CH2:11]2)[cH:28][cH:29][c:30]1[Cl:31].[Li+:34].[Na+:33].[O:40]1[CH2:41][CH2:42][CH2:43][CH2:44]1.[OH2:36]>>[Cl:1][c:2]1[cH:3][c:4]([CH2:5][N:6]2[CH2:7][CH:8]([CH2:12][NH:13][C:14]([CH2:15][S:16][c:17]3[s:18][cH:19][c:20]([CH2:22][OH:23])[n:21]3)=[O:27])[O:9][CH2:10][CH2:11]2)[cH:28][cH:29][c:30]1[Cl:31]. The reactants are OC(C)C=1OC(C2=CC=CC=C2C1C1=CC(=CC=C1)CN1CCN(CC1)C)=O (3-(1-hydroxyethyl)-4-(3-((4-methylpiperazin-1-yl)methyl)phenyl)-1H-isochromen-1-one), FC=1C=C(C=C(C1)OC)C1=NNC2=NC=NC(=C21)N (3-(3-fluoro-5-methoxyphenyl)-1H-pyrazolo[3,4-d]pyrimidin-4-amine). Yields the product NC1=C2C(=NC=N1)N(N=C2C2=CC(=CC(=C2)OC)F)C(C)C=2OC(C1=CC=CC=C1C2C2=CC(=CC=C2)CN2CCN(CC2)C)=O (3-(1-(4-amino-3-(3-fluoro-5-methoxyphenyl)-1H-pyrazolo[3,4-d]pyrimidin-1-yl)ethyl)-4-(3-((4-methylpiperazin-1-yl)methyl)phenyl)-1H-isochromen-1-one). Isolated yield 34.2%. RXN SMILES: O[CH:2]([C:4]1[O:5][C:6](=[O:28])[C:7]2[C:12]([C:13]=1[C:14]1[CH:19]=[CH:18][CH:17]=[C:16]([CH2:20][N:21]3[CH2:26][CH2:25][N:24]([CH3:27])[CH2:23][CH2:22]3)[CH:15]=1)=[CH:11][CH:10]=[CH:9][CH:8]=2)[CH3:3].[F:29][C:30]1[CH:31]=[C:32]([C:38]2[C:46]3[C:41](=[N:42][CH:43]=[N:44][C:45]=3[NH2:47])[NH:40][N:39]=2)[CH:33]=[C:34]([O:36][CH3:37])[CH:35]=1>>[NH2:47][C:45]1[N:44]=[CH:43][N:42]=[C:41]2[N:40]([CH:2]([C:4]3[O:5][C:6](=[O:28])[C:7]4[C:12]([C:13]=3[C:14]3[CH:19]=[CH:18][CH:17]=[C:16]([CH2:20][N:21]5[CH2:26][CH2:25][N:24]([CH3:27])[CH2:23][CH2:22]5)[CH:15]=3)=[CH:11][CH:10]=[CH:9][CH:8]=4)[CH3:3])[N:39]=[C:38]([C:32]3[CH:33]=[C:34]([O:36][CH3:37])[CH:35]=[C:30]([F:29])[CH:31]=3)[C:46]=12. Reported procedure: The title compound was made in a similar way as that of example 134, step a, from 3-(1-hydroxyethyl)-4-(3-((4-methylpiperazin-1-yl)methyl)phenyl)-1H-isochromen-1-one (Intermediate B49, 350 mg, 0.925 mmol) and 3-(3-fluoro-5-methoxyphenyl)-1H-pyrazolo[3,4-d]pyrimidin-4-amine (Intermediate G1, 264 mg, 1.017 mmol) to give 3-(1-(4-amino-3-(3-fluoro-5-methoxyphenyl)-1H-pyrazolo[3,4-d]pyrimidin-1-yl)ethyl)-4-(3-((4-methylpiperazin-1-yl)methyl)phenyl)-1H-isochromen-1-one (196 mg, 0.316 mmol, 34.2% yield... Starting materials: ClCl (chlorine), C22H20Br2N4O3, BrC=1C=C(C(=O)O)C=CC1C(=O)N1CC=CC1 (3-bromo-4-(2,5-dihydropyrrol-1-ylcarbonyl)benzoic acid), CN(C)C(=[N+](C)C)ON1C2=C(C=CC=C2)N=N1.[B-](F)(F)(F)F (TBTU), C(C)(C)N(CC)C(C)C (diisopropylethylamine), BrC1=CC2=C(NC(=N2)[C@H](COC)N)C=C1 ((1R)-1-(5-bromo-1H-benzimidazol-2-yl)-2-methoxyethylamine). Run in ClCCl.C(C)O (dichloromethane ethanol), O1CCCC1 (tetrahydrofuran). Yields the product BrC=1C=C(C(=O)N[C@@H](COC)C2=NC3=C(N2)C=CC(=C3)Br)C=CC1C(=O)N1CC=CC1 (3-bromo-N-[(1R)-1-(5-bromo-1H-benzimidazol-2-yl)-2-methoxyethyl]-4-(2,5-dihydropyrrol 1-ylcarbonyl)benzamide). The yield is 62.0%. Reaction SMILES: [Br:1][C:2]1[CH:3]=[C:4]([CH:8]=[CH:9][C:10]=1[C:11]([N:13]1[CH2:17][CH:16]=[CH:15][CH2:14]1)=[O:12])[C:5]([OH:7])=O.CN(C(ON1N=NC2C=CC=CC1=2)=[N+](C)C)C.[B-](F)(F)(F)F.C(N(C(C)C)CC)(C)C.[Br:49][C:50]1[CH:63]=[CH:62][C:53]2[NH:54][C:55]([C@@H:57]([NH2:61])[CH2:58][O:59][CH3:60])=[N:56][C:52]=2[CH:51]=1.ClCl>O1CCCC1.ClCCl.C(O)C>[Br:1][C:2]1[CH:3]=[C:4]([CH:8]=[CH:9][C:10]=1[C:11]([N:13]1[CH2:17][CH:16]=[CH:15][CH2:14]1)=[O:12])[C:5]([NH:61][C@H:57]([C:55]1[NH:54][C:53]2[CH:62]=[CH:63][C:50]([Br:49])=[CH:51][C:52]=2[N:56]=1)[CH2:58][O:59][CH3:60])=[O:7] |f:1.2,7.8|. Procedure details: Prepared analogously to Example 1g from 3-bromo-4-(2,5-dihydropyrrol-1-ylcarbonyl)benzoic acid, TBTU, diisopropylethylamine, and (1R)-1-(5-bromo-1H-benzimidazol-2-yl)-2-methoxyethylamine in tetrahydrofuran. Yield: 62%; Rf value: 0.45 (silica gel: dichloromethane/ethanol=95:5); C22H20Br2N4O3 (548.233); mass spectrum: (M+H)+=547/549/551 (chlorine isotope).